Task: describe an organic reaction: reactants, conditions, products, and yield. Dataset: the Open Reaction Database (ORD), a public repository of structured organic reaction records Starting materials: C[P+](C)(C)CC#N, CCC#N, CCNC(=O)c1ccc(N2CCNCC2)c(C)c1, CCN(C(C)C)C(C)C, Cl, [I-], O=C1Nc2cc(CO)cnc2N2CCCCC12. Product: CCNC(=O)c1ccc(N2CCN(Cc3cnc4c(c3)NC(=O)C3CCCCN43)CC2)c(C)c1. Reaction SMILES: [C:38]([CH2:39][P+:40]([CH3:41])([CH3:42])[CH3:43])#[N:44].[C:54](#[N:55])[CH2:56][CH3:57].[CH2:19]([CH3:20])[NH:21][C:22]([c:23]1[cH:24][c:25]([CH3:35])[c:26]([N:29]2[CH2:30][CH2:31][NH:32][CH2:33][CH2:34]2)[cH:27][cH:28]1)=[O:36].[CH:45]([N:46]([CH2:47][CH3:48])[CH:49]([CH3:50])[CH3:51])([CH3:52])[CH3:53].[ClH:18].[I-:37].[OH:1][CH2:2][c:3]1[cH:4][c:5]2[c:10]([n:11][cH:12]1)[N:9]1[CH:8]([C:7](=[O:17])[NH:6]2)[CH2:16][CH2:15][CH2:14][CH2:13]1>>[CH2:2]([c:3]1[cH:4][c:5]2[c:10]([n:11][cH:12]1)[N:9]1[CH:8]([C:7](=[O:17])[NH:6]2)[CH2:16][CH2:15][CH2:14][CH2:13]1)[N:32]1[CH2:31][CH2:30][N:29]([c:26]2[c:25]([CH3:35])[cH:24][c:23]([C:22]([NH:21][CH2:19][CH3:20])=[O:36])[cH:28][cH:27]2)[CH2:34][CH2:33]1.